From a dataset of the Open Reaction Database (ORD), a public repository of structured organic reaction records. describe an organic reaction: reactants, conditions, products, and yield Starting materials: C(C)(C)(C)OC(CN)=O (glycine tert-butyl ester), TEA, ClC=1C(=NC=C(C#N)C1)Cl (5,6-dichloronicotinonitrile). Reaction conditions: time 24 hour. Yields the product ClC=1C(=NC=C(C1)C#N)NCC(=O)OC(C)(C)C (tert-butyl [(3-chloro-5-cyanopyridin-2-yl)amino]acetate). Reaction SMILES: [C:1]([O:5][C:6](=[O:9])[CH2:7][NH2:8])([CH3:4])([CH3:3])[CH3:2].[Cl:10][C:11]1[C:12](Cl)=[N:13][CH:14]=[C:15]([CH:18]=1)[C:16]#[N:17]>>[Cl:10][C:11]1[C:12]([NH:8][CH2:7][C:6]([O:5][C:1]([CH3:4])([CH3:3])[CH3:2])=[O:9])=[N:13][CH:14]=[C:15]([C:16]#[N:17])[CH:18]=1. Reported procedure: A mixture of glycine tert-butyl ester (5.3 g, 40.4 mmol), TEA (5.6 mL, 40.4 mmol) and 5,6-dichloronicotinonitrile (Bionet GC-0755, 7.0 g, 40.4 mmol) was prepared and stirred at RT for 24 hours. The reaction mixture was filtered to remove inorganic solids and filtrate was concentrated under reduced pressure. The residue taken up with EtOAc (100 mL) and washed with water (2×100 mL). The organic layer was dried (Na2SO4) and concentrated under reduced pressure. After purification by flash chromatogr... The reactants are BrC=1C=CC2=C(CC(O2)(C)C2CCN(CC2)C2=NC=C(C=N2)C2CC2)C1 (2-(4-(5-bromo-2-methyl-2,3-dihydrobenzofuran-2-yl)piperidin-1-yl)-5-cyclopropylpyrimidine), CC1(OB(OC1(C)C)C1=CCN(CC1)C(=O)OC(C)(C)C)C (tert-butyl 4-(4,4,5,5-tetramethyl-1,3,2-dioxaborolan-2-yl)-5,6-dihydropyridine-1(2H)-carboxylate), C(=O)([O-])[O-].[K+].[K+] (K2CO3). The reagents and catalysts are C=1C=CC(=CC1)[P](C=2C=CC=CC2)(C=3C=CC=CC3)[Pd]([P](C=4C=CC=CC4)(C=5C=CC=CC5)C=6C=CC=CC6)([P](C=7C=CC=CC7)(C=8C=CC=CC8)C=9C=CC=CC9)[P](C=1C=CC=CC1)(C=1C=CC=CC1)C=1C=CC=CC1 (Pd(Ph3P)4). Solvent: O1CCOCC1 (dioxane), O (water), O (water). Reaction conditions: temperature 100 celsius. The product is C1(CC1)C=1C=NC(=NC1)N1CCC(CC1)C1(OC2=C(C1)C=C(C=C2)C2=CCN(CC2)C(=O)OC(C)(C)C)C (tert-Butyl 4-(2-(1-(5-cyclopropylpyrimidin-2-yl)piperidin-4-yl)-2-methyl-2,3-dihydrobenzofuran-5-yl)-5,6-dihydropyridine-1(2H)-carboxylate). The yield is 68.3%. Reaction SMILES: Br[C:2]1[CH:3]=[CH:4][C:5]2[O:9][C:8]([CH:11]3[CH2:16][CH2:15][N:14]([C:17]4[N:22]=[CH:21][C:20]([CH:23]5[CH2:25][CH2:24]5)=[CH:19][N:18]=4)[CH2:13][CH2:12]3)([CH3:10])[CH2:7][C:6]=2[CH:26]=1.CC1(C)C(C)(C)OB([C:35]2[CH2:40][CH2:39][N:38]([C:41]([O:43][C:44]([CH3:47])([CH3:46])[CH3:45])=[O:42])[CH2:37][CH:36]=2)O1.C([O-])([O-])=O.[K+].[K+]>O1CCOCC1.O.C1C=CC([P]([Pd]([P](C2C=CC=CC=2)(C2C=CC=CC=2)C2C=CC=CC=2)([P](C2C=CC=CC=2)(C2C=CC=CC=2)C2C=CC=CC=2)[P](C2C=CC=CC=2)(C2C=CC=CC=2)C2C=CC=CC=2)(C2C=CC=CC=2)C2C=CC=CC=2)=CC=1>[CH:23]1([C:20]2[CH:19]=[N:18][C:17]([N:14]3[CH2:15][CH2:16][CH:11]([C:8]4([CH3:10])[CH2:7][C:6]5[CH:26]=[C:2]([C:35]6[CH2:40][CH2:39][N:38]([C:41]([O:43][C:44]([CH3:47])([CH3:46])[CH3:45])=[O:42])[CH2:37][CH:36]=6)[CH:3]=[CH:4][C:5]=5[O:9]4)[CH2:12][CH2:13]3)=[N:22][CH:21]=2)[CH2:25][CH2:24]1 |f:2.3.4,^1:65,67,86,105|. Procedure details: To a degassed solution of 2-(4-(5-bromo-2-methyl-2,3-dihydrobenzofuran-2-yl)piperidin-1-yl)-5-cyclopropylpyrimidine (424 mg, 1.02 mmol), tert-butyl 4-(4,4,5,5-tetramethyl-1,3,2-dioxaborolan-2-yl)-5,6-dihydropyridine-1(2H)-carboxylate (380 mg, 1.23 mmol), and K2CO3 (424 mg, 3.07 mmol) in dioxane (6 mL) and water (2 mL) was added Pd(Ph3P)4 (59.1 mg, 0.051 mmol). Upon completion of addition, the reaction mixture was heated in 100° C. oil bath for 3 hours. After this time, the reaction mixture was c... The reactants are CC(C)(C)OC(=O)Cn1c(SCCCN(CCc2ccccc2)C(=O)OC(C)(C)C)nc2ccccc21, C1CCOC1, ClCCl, Cl, [Na+], [OH-], O. Yields the product CC(C)(C)OC(=O)N(CCCSc1nc2ccccc2n1CC(=O)O)CCc1ccccc1. As a reaction SMILES: [C:1]([CH3:2])([CH3:3])([CH3:4])[O:5][C:6](=[O:7])[N:8]([CH2:9][CH2:10][CH2:11][S:12][c:13]1[n:14][c:15]2[c:16]([n:17]1[CH2:18][C:19](=[O:20])[O:21][C:22]([CH3:23])([CH3:24])[CH3:25])[cH:26][cH:27][cH:28][cH:29]2)[CH2:30][CH2:31][c:32]1[cH:33][cH:34][cH:35][cH:36][cH:37]1.[CH2:40]1[O:41][CH2:42][CH2:43][CH2:44]1.[Cl:46][CH2:47][Cl:48].[ClH:45].[Na+:39].[OH-:38].[OH2:49]>>[C:1]([CH3:2])([CH3:3])([CH3:4])[O:5][C:6](=[O:7])[N:8]([CH2:9][CH2:10][CH2:11][S:12][c:13]1[n:14][c:15]2[c:16]([n:17]1[CH2:18][C:19](=[O:20])[OH:21])[cH:26][cH:27][cH:28][cH:29]2)[CH2:30][CH2:31][c:32]1[cH:33][cH:34][cH:35][cH:36][cH:37]1. Starting materials: ClCCN(CCCl)C=1C=C(C=CC1)[N+](=O)[O-] (3-[N,N-Bis(2-chloroethyl)amino]nitrobenzene), resultant mixture, N (ammonia), O.O.[Sn](Cl)Cl (tin(II) chloride dihydrate), Cl.O1CCOCC1 (hydrochloric acid dioxane). Run in O (water), Cl (hydrochloric acid). The product is Cl.ClCCN(CCCl)C=1C=C(N)C=CC1 (3-[N,N-Bis(2-chloroethyl)amino]aniline hydrochloride), crystals. Isolated yield 96.1%. As a reaction SMILES: [Cl:1][CH2:2][CH2:3][N:4]([C:8]1[CH:9]=[C:10]([N+:14]([O-])=O)[CH:11]=[CH:12][CH:13]=1)[CH2:5][CH2:6][Cl:7].O.O.[Sn](Cl)Cl.N.Cl.O1CCOCC1>Cl.O>[ClH:1].[Cl:1][CH2:2][CH2:3][N:4]([C:8]1[CH:9]=[C:10]([CH:11]=[CH:12][CH:13]=1)[NH2:14])[CH2:5][CH2:6][Cl:7] |f:1.2.3,5.6,9.10|. Reported procedure: 3-[N,N-Bis(2-chloroethyl)amino]nitrobenzene (2.0 g; 7.6 mmol) was dissolved in 35 ml of concentrated hydrochloric acid, followed by the addition of 6.9 g (30.6 mmol; 4.0 equivalents) of tin(II) chloride dihydrate. The resultant mixture was stirred under heat for 1 hour over an oil bath controlled at 100° C. The reaction mixture was allowed to cool down to room temperature, followed by dilution with water. The diluted solution was basified with concentrated aqueous ammonia and then extracted twic... Starting materials: C(=O)([O-])[O-].[K+].[K+] (K2CO3), C(=O)([O-])[O-].[K+].[K+] (K2CO3), C(=O)([O-])[O-].[K+].[K+] (K2CO3), C(C)[Si](CC)(CC)C#CC1=C(C(=CC=C1)C(F)(F)F)CC(=O)OC (methyl 2-(2-((triethylsilyl)ethynyl)-6-(trifluoromethyl)phenyl)acetate). Run in CO (MeOH), O (Water), O (water), CO (MeOH), O (water). Run at time 10 minute. The product is C(#C)C1=C(C(=CC=C1)C(F)(F)F)CC(=O)OC (Methyl 2-(2-ethynyl-6-(trifluoromethyl)phenyl)acetate). RXN SMILES: C([O-])([O-])=O.[K+].[K+].C([Si]([C:14]#[C:15][C:16]1[CH:21]=[CH:20][CH:19]=[C:18]([C:22]([F:25])([F:24])[F:23])[C:17]=1[CH2:26][C:27]([O:29][CH3:30])=[O:28])(CC)CC)C>CO.O>[C:15]([C:16]1[CH:21]=[CH:20][CH:19]=[C:18]([C:22]([F:23])([F:25])[F:24])[C:17]=1[CH2:26][C:27]([O:29][CH3:30])=[O:28])#[CH:14] |f:0.1.2|. Reported procedure: K2CO3 (0.210 g, 1.52 mmol) was added to a solution of methyl 2-(2-((triethylsilyl)ethynyl)-6-(trifluoromethyl)phenyl)acetate (A92) (0.175 g, 0.491 mmol) in MeOH (1 mL) and the mixture stirred for 10 minutes at room temperature. The resulting mixture was diluted with water (20 mL) and extracted with DCM (3×20 mL). The combined organic extracts were concentrated under reduced pressure and the residue dissolved in MeOH (1 mL). K2CO3 (0.204 g, 1.48 mmol) was added and the mixture stirred at room tem...